From a dataset of the Open Reaction Database (ORD), a public repository of structured organic reaction records. describe an organic reaction: reactants, conditions, products, and yield The reactants are BrCCCC(=O)NC1=C(C=C(C=CC(=O)NCC(=O)N(C)C=2C(=C(COC=3C=CC=C4C=CC(=NC34)C)C(=CC2)Cl)Cl)C=C1)C (8-[3-[N-[4-(4-bromobutyramido)-3-methylcinnamoylglycyl]-N-methylamino]-2,6-dichlorobenzyloxy]-2-methylquinoline), C([O-])([O-])=O.[K+].[K+] (potassium carbonate), O (water). Solvent: CN(C=O)C (N,N-dimethylformamide). Conditions: temperature 50 celsius, time 2 hour. Product: ClC1=C(COC=2C=CC=C3C=CC(=NC23)C)C(=CC=C1N(C(CNC(C=CC1=CC(=C(C=C1)N1C(CCC1)=O)C)=O)=O)C)Cl (8-[2,6-dichloro-3-[N-methyl-N-[3-methyl-4-(2-oxopyrrolidin-1-yl)cinnamoylglycyl]amino]benzyloxy]-2-methylquinoline). Isolated yield 73.8%. RXN SMILES: Br[CH2:2][CH2:3][CH2:4][C:5]([NH:7][C:8]1[CH:44]=[CH:43][C:11]([CH:12]=[CH:13][C:14]([NH:16][CH2:17][C:18]([N:20]([C:22]2[C:23]([Cl:42])=[C:24]([C:38]([Cl:41])=[CH:39][CH:40]=2)[CH2:25][O:26][C:27]2[CH:28]=[CH:29][CH:30]=[C:31]3[C:36]=2[N:35]=[C:34]([CH3:37])[CH:33]=[CH:32]3)[CH3:21])=[O:19])=[O:15])=[CH:10][C:9]=1[CH3:45])=[O:6].C(=O)([O-])[O-].[K+].[K+].O>CN(C)C=O>[Cl:42][C:23]1[C:22]([N:20]([CH3:21])[C:18](=[O:19])[CH2:17][NH:16][C:14](=[O:15])[CH:13]=[CH:12][C:11]2[CH:43]=[CH:44][C:8]([N:7]3[CH2:2][CH2:3][CH2:4][C:5]3=[O:6])=[C:9]([CH3:45])[CH:10]=2)=[CH:40][CH:39]=[C:38]([Cl:41])[C:24]=1[CH2:25][O:26][C:27]1[CH:28]=[CH:29][CH:30]=[C:31]2[C:36]=1[N:35]=[C:34]([CH3:37])[CH:33]=[CH:32]2 |f:1.2.3|. Reported procedure: To a solution of 8-[3-[N-[4-(4-bromobutyramido)-3-methylcinnamoylglycyl]-N-methylamino]-2,6-dichlorobenzyloxy]-2-methylquinoline (110 mg) in N,N-dimethylformamide was added potassium carbonate (64 mg) and the mixture was stirred for 2 hours at 50° C. The mixture was poured into water and extracted with ethyl acetate. The organic layer was washed with water and brine, dried and concentrated in vacuo. The residue was purified by preparative thin-layer chromatography (dichloromethane-methanol) to g... The reactants are CCOC(=N)c1ccc(NC(=O)C2=Cc3cc(-c4ccc(C)cc4)ccc3OCC2)cc1, CCO, Cl, NCCN. Yields the product Cc1ccc(-c2ccc3c(c2)C=C(C(=O)Nc2ccc(C4=NCCN4)cc2)CCO3)cc1. RXN SMILES: [CH2:2]([O:3][C:5](=[NH:6])[c:7]1[cH:8][cH:9][c:10]([NH:13][C:14](=[O:15])[C:16]2=[CH:22][c:21]3[c:20]([cH:26][cH:25][c:24](-[c:27]4[cH:28][cH:29][c:30]([CH3:33])[cH:31][cH:32]4)[cH:23]3)[O:19][CH2:18][CH2:17]2)[cH:11][cH:12]1)[CH3:4].[CH3:38][CH2:39][OH:40].[ClH:1].[NH2:34][CH2:35][CH2:36][NH2:37]>>[C:5]1([c:7]2[cH:8][cH:9][c:10]([NH:13][C:14](=[O:15])[C:16]3=[CH:22][c:21]4[c:20]([cH:26][cH:25][c:24](-[c:27]5[cH:28][cH:29][c:30]([CH3:33])[cH:31][cH:32]5)[cH:23]4)[O:19][CH2:18][CH2:17]3)[cH:11][cH:12]2)=[N:34][CH2:35][CH2:36][NH:6]1. Starting materials: COc1ccc(P2(=S)SP(=S)(c3ccc(OC)cc3)S2)cc1, ClCCCl, O=c1ccccn1C1=CC(CF)(CF)Oc2ccc([N+](=O)[O-])cc21, c1ccccc1. The product is O=[N+]([O-])c1ccc2c(c1)C(n1ccccc1=S)=CC(CF)(CF)O2. As a reaction SMILES: [CH3:25][O:26][c:27]1[cH:28][cH:29][c:30]([P:31]2(=[S:34])[S:32][P:33]([c:35]3[cH:36][cH:37][c:38]([O:39][CH3:40])[cH:41][cH:42]3)(=[S:43])[S:44]2)[cH:45][cH:46]1.[Cl:53][CH2:54][CH2:55][Cl:56].[F:1][CH2:2][C:3]1([CH2:23][F:24])[O:4][c:5]2[c:6]([cH:16][c:17]([N+:20](=[O:21])[O-:22])[cH:18][cH:19]2)[C:7]([n:9]2[c:10](=[O:15])[cH:11][cH:12][cH:13][cH:14]2)=[CH:8]1.[cH:47]1[cH:48][cH:49][cH:50][cH:51][cH:52]1>>[F:1][CH2:2][C:3]1([CH2:23][F:24])[O:4][c:5]2[c:6]([cH:16][c:17]([N+:20](=[O:21])[O-:22])[cH:18][cH:19]2)[C:7]([n:9]2[c:10](=[S:34])[cH:11][cH:12][cH:13][cH:14]2)=[CH:8]1. Reactants: Cl.NC1C(NC(CC1)=O)=O (3-amino-piperidine-2,6-dione hydrogen chloride), N1C=NC=C1 (imidazole), P(OC1=CC=CC=C1)(OC1=CC=CC=C1)OC1=CC=CC=C1 (triphenyl phosphite), NC1=C(C(=O)O)C(=CC=C1)CNC(=O)OC(C)(C)C (2-amino-6-(tert-butoxycarbonylamino-methyl)-benzoic acid), N1C=NC=C1 (imidazole), C(C)(=O)Cl (acetyl chloride). Run in O (water), C(C)#N (acetonitrile). Conditions: time 8 hour. The product is C(C)(C)(C)OC(NCC1=C2C(N(C(=NC2=CC=C1)C)C1C(NC(CC1)=O)=O)=O)=O ([3-(2,6-dioxo-piperidin-3-yl)-2-methyl-4-oxo-3,4-dihydro-quinazolin-5-ylmethyl]-carbamic acid tert-butyl ester). Isolated yield 53.7%. Reaction SMILES: [NH2:1][C:2]1[CH:10]=[CH:9][CH:8]=[C:7]([CH2:11][NH:12][C:13]([O:15][C:16]([CH3:19])([CH3:18])[CH3:17])=[O:14])[C:3]=1[C:4]([OH:6])=O.N1[CH:24]=[CH:23]N=C1.C(Cl)(=O)C.Cl.[NH2:30][CH:31]1[CH2:36][CH2:35][C:34](=[O:37])[NH:33][C:32]1=[O:38].P(OC1C=CC=CC=1)(OC1C=CC=CC=1)OC1C=CC=CC=1>C(#N)C.O>[C:16]([O:15][C:13](=[O:14])[NH:12][CH2:11][C:7]1[CH:8]=[CH:9][CH:10]=[C:2]2[C:3]=1[C:4](=[O:6])[N:30]([CH:31]1[CH2:36][CH2:35][C:34](=[O:37])[NH:33][C:32]1=[O:38])[C:23]([CH3:24])=[N:1]2)([CH3:19])([CH3:18])[CH3:17] |f:3.4|. Procedure: To a stirred solution of 2-amino-6-(tert-butoxycarbonylamino-methyl)-benzoic acid (13.0 g, 48.8 mmol), imidazole (3.99 g, 58.6 mmol) in acetonitrile (160 mL), was added acetyl chloride (4.18 mL, 58.6 mmol), and the mixture was stirred at room temp overnight. To the mixture,e was added 3-amino-piperidine-2,6-dione hydrogen chloride (8.03 g, 48.8 mmol), imidazole (6.65 g, 97.6 mmol) and triphenyl phosphite (15.4 mL, 58.6 mmol), and the mixture was heated to reflux for 6 hours. The mixture was cool... Starting materials: ClC1=NC=C(C(=N1)NC1=NNC(=C1)C1CC1)C#C[Si](C)(C)C (2-chloro-N-(5-cyclopropyl-1H-pyrazol-3-yl)-5-((trimethylsilyl)ethynyl) pyrimidin-4-amine), N1CCCCC1 (piperidine). Solvent: CC(C)O (iPrOH). Conditions: time 2 hour. Yields the product C1(CC1)C1=CC(=NN1)NC1=NC(=NC=C1C#C[Si](C)(C)C)N1CCCCC1 (N-(5-cyclopropyl-1H-pyrazol-3-yl)-2-(piperidin-1-yl)-5-((trimethylsilyl)ethynyl)pyrimidin-4-amine). The yield is 44.2%. As a reaction SMILES: Cl[C:2]1[N:7]=[C:6]([NH:8][C:9]2[CH:13]=[C:12]([CH:14]3[CH2:16][CH2:15]3)[NH:11][N:10]=2)[C:5]([C:17]#[C:18][Si:19]([CH3:22])([CH3:21])[CH3:20])=[CH:4][N:3]=1.[NH:23]1[CH2:28][CH2:27][CH2:26][CH2:25][CH2:24]1>CC(O)C>[CH:14]1([C:12]2[NH:11][N:10]=[C:9]([NH:8][C:6]3[C:5]([C:17]#[C:18][Si:19]([CH3:22])([CH3:21])[CH3:20])=[CH:4][N:3]=[C:2]([N:23]4[CH2:28][CH2:27][CH2:26][CH2:25][CH2:24]4)[N:7]=3)[CH:13]=2)[CH2:16][CH2:15]1. Reported procedure: A mixture of 2-chloro-N-(5-cyclopropyl-1H-pyrazol-3-yl)-5-((trimethylsilyl)ethynyl) pyrimidin-4-amine (200 mg, 0.6 mmol, 1.0 eq), piperidine (102.7 mg, 1.2 mmol, 2.0 eq) in iPrOH (4 ml) was stirred at room temperature for 2 h. Then the mixture was washed with water, extracted with EtOAc, dried (Na2SO4). EtOAc was removed by evaporation and the residue was recrystalized by PE to give compound N-(5-cyclopropyl-1H-pyrazol-3-yl)-2-(piperidin-1-yl)-5-((trimethylsilyl)ethynyl)pyrimidin-4-amine (101 mg... The reactants are C(C)(=O)O.C(C)(=O)O.N1C(N)=NC=2N=CNC2C1=O (guanine diacetate), C(C)(=O)OCOCCOCCOC(C1=CC=CC=C1)=O (2-(2-benzoyloxyethoxy)ethoxymethyl acetate), C1(=CC=C(C=C1)S(=O)(=O)O)C (p-toluenesulfonic acid), oil. Reaction conditions: temperature 120 celsius, time 18 hour. Yields the product OCCOCCOCN1C=2N=C(NC(C2N=C1)=O)N (9-[2-(2-hydroxyethoxy)ethoxymethyl]guanine). Isolated yield 6.2%. Reaction SMILES: C(O)(=O)C.C(O)(=O)C.[NH:9]1[C:18](=[O:19])[C:17]2[NH:16][CH:15]=[N:14][C:13]=2[N:12]=[C:10]1[NH2:11].C(OC[O:25][CH2:26][CH2:27][O:28][CH2:29][CH2:30][O:31][C:32](=O)C1C=CC=CC=1)(=O)C.C1(C)C=CC(S(O)(=O)=O)=CC=1>>[OH:25][CH2:26][CH2:27][O:28][CH2:29][CH2:30][O:31][CH2:32][N:14]1[CH:15]=[N:16][C:17]2[C:18](=[O:19])[NH:9][C:10]([NH2:11])=[N:12][C:13]1=2 |f:0.1.2|. Procedure: A mixture of guanine diacetate (1.31 g), 2-(2-benzoyloxyethoxy)ethoxymethyl acetate (2.37 g), p-toluenesulfonic acid (32 mg) and mineral oil (5.2 g) was heated at 120° C. with stirring for 18 hours. The reaction mixture was cooled and the mineral oil decanted off. The residue was triturated with benzene and the benzene decanted off. To the residue was added 40% aqueous methylamine (10 ml), and the mixture was heated in a steam bath for 30 minutes. The water and methylamine were removed under red... Starting materials: C=C1CCC(CC1)(C1=CC(=CC=C1)OC1=CC=CC=C1)CO ((4-methylene-1-(3-phenoxyphenyl)cyclohexyl)methanol), ClC1=CC(=CC=C1)C(=O)OO (m-chloroperbenzoic acid). The solvent is CCOC(=O)C (EtOAc), C(Cl)Cl (CH2Cl2). Run at time 1 hour. Yields the product O(C1=CC=CC=C1)C=1C=C(C=CC1)C1(CCC2(CO2)CC1)CO ((6-(3-Phenoxyphenyl)-1-oxaspiro[2.5]octan-6-yl)methanol). Isolated yield 100.2%. RXN SMILES: [CH2:1]=[C:2]1[CH2:7][CH2:6][C:5]([CH2:21][OH:22])([C:8]2[CH:13]=[CH:12][CH:11]=[C:10]([O:14][C:15]3[CH:20]=[CH:19][CH:18]=[CH:17][CH:16]=3)[CH:9]=2)[CH2:4][CH2:3]1.ClC1C=CC=C(C(OO)=[O:31])C=1>C(Cl)Cl.CCOC(C)=O>[O:14]([C:10]1[CH:9]=[C:8]([C:5]2([CH2:21][OH:22])[CH2:4][CH2:3][C:2]3([O:31][CH2:1]3)[CH2:7][CH2:6]2)[CH:13]=[CH:12][CH:11]=1)[C:15]1[CH:20]=[CH:19][CH:18]=[CH:17][CH:16]=1. Procedure details: To a solution of (4-methylene-1-(3-phenoxyphenyl)cyclohexyl)methanol (53 mg, 0.180 mmol) in CH2Cl2 (0.9 mL) at 0° C. was added m-chloroperbenzoic acid (43.5 mg, 0.252 mmol). The solution was warmed to rt and stirred for 1 h. The reaction mixture was diluted with EtOAc, washed successively with 1 N aqueous NaOH, water, and brine, dried (MgSO4), filtered, and concentrated in vacuo to afford the title compound (56 mg, 100% yield) as a colorless oil. LCMS, [M+H]+=311.1.